Dataset: the Open Reaction Database (ORD), a public repository of structured organic reaction records. Task: describe an organic reaction: reactants, conditions, products, and yield The reactants are NC=1C=C(C(=CC1)NCCC)C=1OC2=C(N1)C=C(C=C2)C2=CC(=C(C=C2)Cl)C (2-(3-amino-6-propylaminophenyl)-5-(3-methyl-4-chlorophenyl)benzoxazole), C1=CC2=C(C=C1C(=O)O)C(=O)OC2=O (1,2,4-benzenetricarboxylic anhydride). The solvent is C(C)(=O)O (acetic acid). Yields the product C(CC)NC1=CC=C(C=C1C=1OC2=C(N1)C=C(C=C2)C2=CC(=C(C=C2)Cl)C)N2C(C1=CC=C(C=C1C2=O)C(=O)O)=O (2-[4-Propylamino-5-[5-(3-methyl-4-chlorophenyl)benzoxazol-2-yl]phenyl]-1,3-dioxo-2,3-dihydro-1H-isoindole-5-carboxylic acid). Reaction SMILES: [NH2:1][C:2]1[CH:3]=[C:4]([C:12]2[O:13][C:14]3[CH:20]=[CH:19][C:18]([C:21]4[CH:26]=[CH:25][C:24]([Cl:27])=[C:23]([CH3:28])[CH:22]=4)=[CH:17][C:15]=3[N:16]=2)[C:5]([NH:8][CH2:9][CH2:10][CH3:11])=[CH:6][CH:7]=1.[CH:29]1[C:34]([C:35]([OH:37])=[O:36])=[CH:33][C:32]2[C:38]([O:40][C:41](=O)[C:31]=2[CH:30]=1)=[O:39]>C(O)(=O)C>[CH2:9]([NH:8][C:5]1[C:4]([C:12]2[O:13][C:14]3[CH:20]=[CH:19][C:18]([C:21]4[CH:26]=[CH:25][C:24]([Cl:27])=[C:23]([CH3:28])[CH:22]=4)=[CH:17][C:15]=3[N:16]=2)=[CH:3][C:2]([N:1]2[C:38](=[O:39])[C:32]3[C:31](=[CH:30][CH:29]=[C:34]([C:35]([OH:37])=[O:36])[CH:33]=3)[C:41]2=[O:40])=[CH:7][CH:6]=1)[CH2:10][CH3:11]. Procedure: Prepared by the method of Example 15f), from 2-(3-amino-6-propylaminophenyl)-5-(3-methyl-4-chlorophenyl)benzoxazole (94 mg, 0.24 mmol) and 1,2,4-benzenetricarboxylic anhydride (45.6 mg, 0.24 mmol) in acetic acid (10 ml) the title compound was obtained (109 mg, 81%). 1H NMR (DMSO) δ 13.79(s, 1H), 8.49(t, 1H), 8.42(dd, 1H), 8.31(s, 1H), 8.12(d, 1H), 8.07(m, 2H), 7.83(d, 1H), 7.80(d, 1H), 7.71(dd, 1H), 7.61(dd, 1H), 7.48(m, 2H), 7.03(d, 1H), 3.38(m, 2H), 2.42(s, 3H), 1.76(m, 2H), 1.08(t, 3H). MS 56... RXN SMILES: [C:21]([Cl:22])([Cl:23])([Cl:24])[Cl:25].[CH2:1]([c:2]1[cH:3][cH:4][cH:5][cH:6][cH:7]1)[c:8]1[cH:9][cH:10][c:11]([OH:14])[cH:12][cH:13]1.[Cl:15][O:16][C:17]([CH3:18])([CH3:19])[CH3:20]>>[CH2:1]([c:2]1[cH:3][cH:4][cH:5][cH:6][cH:7]1)[c:8]1[cH:9][cH:10][c:11]([OH:14])[c:12]([Cl:15])[cH:13]1. The reactants are ClC(Cl)(Cl)Cl, Oc1ccc(Cc2ccccc2)cc1, CC(C)(C)OCl. Product: Oc1ccc(Cc2ccccc2)cc1Cl. Reactants: NC1=NC(=NC2=NC=CN=C12)CSCC1=CC=CC=C1 (4-amino-2-(benzylthiomethyl)pteridine), C(C)O.CN(C=O)C (ethanol N,N-dimethylformamide). Run in [OH-].[Na+] (sodium hydroxide). The product is C(C1=CC=CC=C1)SCC1=NC2=NC=CN=C2C(N1)=O (2-Benzylthiomethyl-4(3H)-pteridinone). RXN SMILES: N[C:2]1[C:11]2[C:6](=[N:7][CH:8]=[CH:9][N:10]=2)[N:5]=[C:4]([CH2:12][S:13][CH2:14][C:15]2[CH:20]=[CH:19][CH:18]=[CH:17][CH:16]=2)[N:3]=1.C([OH:23])C.CN(C)C=O>[OH-].[Na+]>[CH2:14]([S:13][CH2:12][C:4]1[NH:3][C:2](=[O:23])[C:11]2[C:6](=[N:7][CH:8]=[CH:9][N:10]=2)[N:5]=1)[C:15]1[CH:20]=[CH:19][CH:18]=[CH:17][CH:16]=1 |f:1.2,3.4|. Procedure details: Obtained using the procedure described in section b of Example 9, starting with 5.4 g (0.019 mole) of 4-amino-2-(benzylthiomethyl)pteridine in 400 ml of 5% aqueous sodium hydroxide. Reaction time: 7 hours at 85° C. Yld: 1.7 g (31%), m.p. 224°-226° C. (ethanol/N,N-dimethylformamide). Starting materials: CN1CCN(Cc2ccc(N)cc2)CC1, CC(=O)O, Cl, O=N[O-], [Na+], O. Product: CN1CCN(Cc2ccc(NN)cc2)CC1. As a reaction SMILES: [CH3:1][N:2]1[CH2:3][CH2:4][N:5]([CH2:8][c:9]2[cH:10][cH:11][c:12]([NH2:13])[cH:14][cH:15]2)[CH2:6][CH2:7]1.[CH3:20][C:21](=[O:22])[OH:23].[ClH:25].[N:16]([O-:17])=[O:18].[Na+:19].[OH2:24]>>[CH3:1][N:2]1[CH2:3][CH2:4][N:5]([CH2:8][c:9]2[cH:10][cH:11][c:12]([NH:13][NH2:16])[cH:14][cH:15]2)[CH2:6][CH2:7]1. Starting materials: N(N)C1=NC=CC(=C1)C1=NC(=CC2=CC(=C(C=C12)OCC)OCC)CO (2-Hydrazino-4-(3-hydroxymethyl-6,7-diethoxyisoquinolin-1-yl)pyridine), COC=1C=C(C(=O)C=2SC=CC2C(=O)O)C=C(C1OC)OC (2-(3,4,5-trimethoxybenzoyl)-3-thiophenecarboxylic acid). Yields the product OCC=1N=C(C2=CC(=C(C=C2C1)OCC)OCC)C1=CC(=NC=C1)N1N=C(C2=C(C1=O)C=CS2)C2=CC(=C(C(=C2)OC)OC)OC (4-(3-hydroxymethyl-6,7-diethoxyisoquinolin-1-yl)-2-[7-(3,4,5-trimethoxyphenyl)thieno[2,3-d]pyridazin-4(5H)-on-5-yl]pyridine). Reaction SMILES: [NH:1]([C:3]1[CH:8]=[C:7]([C:9]2[C:18]3[C:13](=[CH:14][C:15]([O:22][CH2:23][CH3:24])=[C:16]([O:19][CH2:20][CH3:21])[CH:17]=3)[CH:12]=[C:11]([CH2:25][OH:26])[N:10]=2)[CH:6]=[CH:5][N:4]=1)[NH2:2].[CH3:27][O:28][C:29]1[CH:30]=[C:31]([CH:42]=[C:43]([O:47][CH3:48])[C:44]=1[O:45][CH3:46])[C:32]([C:34]1[S:35][CH:36]=[CH:37][C:38]=1[C:39](O)=[O:40])=O>>[OH:26][CH2:25][C:11]1[N:10]=[C:9]([C:7]2[CH:6]=[CH:5][N:4]=[C:3]([N:1]3[C:39](=[O:40])[C:38]4[CH:37]=[CH:36][S:35][C:34]=4[C:32]([C:31]4[CH:42]=[C:43]([O:47][CH3:48])[C:44]([O:45][CH3:46])=[C:29]([O:28][CH3:27])[CH:30]=4)=[N:2]3)[CH:8]=2)[C:18]2[C:13]([CH:12]=1)=[CH:14][C:15]([O:22][CH2:23][CH3:24])=[C:16]([O:19][CH2:20][CH3:21])[CH:17]=2. Reported procedure: 2-Hydrazino-4-(3-hydroxymethyl-6,7-diethoxyisoquinolin-1-yl)pyridine and 2-(3,4,5-trimethoxybenzoyl)-3-thiophenecarboxylic acid are treated in the same manner as in Example 7-(4) to give 4-(3-hydroxymethyl-6,7-diethoxyisoquinolin-1-yl)-2-[7-(3,4,5-trimethoxyphenyl)thieno[2,3-d]pyridazin-4(5H)-on-5-yl]pyridine. Reactants: Cl, O=N[O-], Nc1nc2nc(C(F)(F)F)nc(O)c2s1, [Na+]. Yields the product Oc1nc(C(F)(F)F)nc2nc(Cl)sc12. Reaction SMILES: [ClH:20].[N:16]([O-:17])=[O:18].[NH2:1][c:2]1[s:3][c:4]2[c:5]([n:6][c:7]([C:11]([F:12])([F:13])[F:14])[n:8][c:9]2[OH:10])[n:15]1.[Na+:19]>>[c:2]1([Cl:20])[s:3][c:4]2[c:5]([n:6][c:7]([C:11]([F:12])([F:13])[F:14])[n:8][c:9]2[OH:10])[n:15]1.